From a dataset of the Open Reaction Database (ORD), a public repository of structured organic reaction records. describe an organic reaction: reactants, conditions, products, and yield Starting materials: CC1(OC(=CC(O1)=O)C)C (2,2,6-trimethyl-4H-1,3-dioxin-4-one), N1C(CCCCC1)=CC(=O)OC (methyl α-(hexahydro-2-azepinylidene)acetate). Solvent: C=1(C(=CC=CC1)C)C (xylene), C=1(C(=CC=CC1)C)C (xylene). Conditions: time 45 minute. The product is CC1=CC(C(=C2N1CCCCC2)C(=O)OC)=O (methyl 2,6,7,8,9,10-hexahydro-4-methyl-2-oxo-pyrido[1,2-a]azepine-1-carboxylate). Isolated yield 77.0%. As a reaction SMILES: [NH:1]1[CH2:7][CH2:6][CH2:5][CH2:4][CH2:3][C:2]1=[CH:8][C:9]([O:11][CH3:12])=[O:10].CC1(C)[O:19][C:18](=O)[CH:17]=[C:16]([CH3:21])O1>C1(C)C(C)=CC=CC=1>[CH3:21][C:16]1[N:1]2[CH2:7][CH2:6][CH2:5][CH2:4][CH2:3][C:2]2=[C:8]([C:9]([O:11][CH3:12])=[O:10])[C:18](=[O:19])[CH:17]=1. Procedure: A mixture of 20.0 g of methyl α-(hexahydro-2-azepinylidene)acetate and 77 ml of xylene was gently refluxed, to which a mixture of 41.9 g of 2,2,6-trimethyl-4H-1,3-dioxin-4-one and 41 ml of xylene was dropwise added taking 45 minutes and refluxed for 2 hours, removing the by-product acetone through a Dean-Stark apparatus. The reaction mixture was cooled to room temperature. The resulting crystals were filtered, washed and dried to afford 21.4 g (Yield 77%) of methyl 2,6,7,8,9,10-hexahydro-4-methy...